Dataset: the Open Reaction Database (ORD), a public repository of structured organic reaction records. Task: describe an organic reaction: reactants, conditions, products, and yield The reactants are FC(CN1CC2(CCN(CC2)C(=O)OC(C)(C)C)OC(C1)C(C#C)=O)F (tert-butyl 8-(2,2-difluoroethyl)-10-prop-2-ynoyl-11-oxa-3,8-diazaspiro[5.5]undecane-3-carboxylate), NN (hydrazine), Cl (HCl). The solvent is C(C)O (ethanol), C(C)O (ethanol). Reaction conditions: time 15 minute. Product: FC(CN1CC2(CCNCC2)OC(C1)C1=NNC=C1)F (8-(2,2-difluoroethyl)-10-(1H-pyrazol-3-yl)-11-oxa-3,8-diazaspiro[5.5]undecane). As a reaction SMILES: [F:1][CH:2]([F:26])[CH2:3][N:4]1[CH2:21][CH:20]([C:22](=O)[C:23]#[CH:24])[O:19][C:6]2([CH2:11][CH2:10][N:9](C(OC(C)(C)C)=O)[CH2:8][CH2:7]2)[CH2:5]1.[NH2:27][NH2:28].Cl>C(O)C>[F:1][CH:2]([F:26])[CH2:3][N:4]1[CH2:21][CH:20]([C:22]2[CH:23]=[CH:24][NH:28][N:27]=2)[O:19][C:6]2([CH2:11][CH2:10][NH:9][CH2:8][CH2:7]2)[CH2:5]1. Procedure details: A solution of tert-butyl 8-(2,2-difluoroethyl)-10-prop-2-ynoyl-11-oxa-3,8-diazaspiro[5.5]undecane-3-carboxylate (25 mg, 0.07 mmol), hydrazine (42 μL, 1.34 mmol) and ethanol (0.5 mL) was stirred for 1 hour at room temperature. The solution was concentrated in vacuo to give the crude pyrazole as a yellow oil. HCl (400 μL of 4 M in dioxane, 1.60 mmol) followed by ethanol (0.2 mL) was added and the reaction mixture was stirred for 15 minutes at room temperature. The reaction mixture was concentrated... The reactants are CC(=O)OC(C)=O, CCC(=C(F)C=CC(C)=C(F)C(=O)O)c1cc2c(cc1O)C(C)(C)CCC2(C)C, c1ccncc1. Yields the product CCC(=C(F)C=CC(C)=C(F)C(=O)O)c1cc2c(cc1OC(C)=O)C(C)(C)CCC2(C)C. Reaction SMILES: [CH3:30][C:31](=[O:32])[O:33][C:34](=[O:35])[CH3:36].[F:1][C:2]([C:3](=[O:4])[OH:5])=[C:6]([CH:7]=[CH:8][C:9](=[C:10]([CH2:11][CH3:12])[c:13]1[cH:14][c:15]2[c:20]([cH:21][c:22]1[OH:23])[C:19]([CH3:24])([CH3:25])[CH2:18][CH2:17][C:16]2([CH3:26])[CH3:27])[F:28])[CH3:29].[cH:37]1[cH:38][cH:39][n:40][cH:41][cH:42]1>>[F:1][C:2]([C:3](=[O:4])[OH:5])=[C:6]([CH:7]=[CH:8][C:9](=[C:10]([CH2:11][CH3:12])[c:13]1[cH:14][c:15]2[c:20]([cH:21][c:22]1[O:23][C:31]([CH3:30])=[O:32])[C:19]([CH3:24])([CH3:25])[CH2:18][CH2:17][C:16]2([CH3:26])[CH3:27])[F:28])[CH3:29]. The reactants are C(C)(=O)[O-].[K+] (Potassium acetate), C(C)(=O)OC(C)=O (acetic anhydride), OC(CC(=O)O)C(CC=C)C(C)C (3-hydroxy-4-isopropylhept-6-enoic acid), ice water. Conditions: time 1 hour. The product is C(C)(C)C=1C[C@H]2CC([C@H]2C1)=O ((±)-(1S,5R)-3-isopropylbicyclo[3.2.0]hept-3-en-6-one). Reaction SMILES: C([O-])(=O)C.[K+].C(OC(=O)C)(=O)C.O[CH:14]([CH:19]([CH:23]([CH3:25])[CH3:24])[CH2:20][CH:21]=[CH2:22])[CH2:15][C:16]([OH:18])=O>>[CH:23]([C:19]1[CH2:20][C@@H:21]2[C@H:15]([CH:14]=1)[C:16](=[O:18])[CH2:22]2)([CH3:25])[CH3:24] |f:0.1|. Procedure details: Potassium acetate (14.00 g, 142.7 mmol) was added to an acetic anhydride (67 mL) solution of 3-hydroxy-4-isopropylhept-6-enoic acid (11.10 g, 59.6 mmol), and the mixture was stirred at room temperature for 1 hour and then stirred at 120° C. for 3.5 hours. The mixture was treated with ice water, followed by extraction with diethyl ether. The organic layer was washed with a saturated aqueous solution of sodium bicarbonate. The organic layer was dried over anhydrous magnesium sulfate. Then, the sol... Reactants: NC1=C(C#N)C=CC=C1 (2-aminobenzonitrile), CC=1C=CC(=C(C=O)C1)[N+](=O)[O-] (5-methyl-2-nitrobenzaldehyde). Solvent: C1(=CC=CC=C1)C (Toluene). The product is CC=1C=CC(=C(C=NC2=C(C#N)C=CC=C2)C1)[N+](=O)[O-] (2-[N-(5-methyl-2-nitrobenzylidene)amino]benzonitrile). Isolated yield 62.1%. RXN SMILES: [NH2:1][C:2]1[CH:9]=[CH:8][CH:7]=[CH:6][C:3]=1[C:4]#[N:5].[CH3:10][C:11]1[CH:12]=[CH:13][C:14]([N+:19]([O-:21])=[O:20])=[C:15]([CH:18]=1)[CH:16]=O>C1(C)C=CC=CC=1>[CH3:10][C:11]1[CH:12]=[CH:13][C:14]([N+:19]([O-:21])=[O:20])=[C:15]([CH:18]=1)[CH:16]=[N:1][C:2]1[CH:9]=[CH:8][CH:7]=[CH:6][C:3]=1[C:4]#[N:5]. Reported procedure: Toluene (167 ml) and 2-aminobenzonitrile (19.7 g, 167 mmol) were added to 5-methyl-2-nitrobenzaldehyde (27.5 g, 167 mmol) as obtained in Reference Example 1, and the mixture was stirred and refluxed for 14 hours, followed by cooling. The resultant crystals were filtered off, washed with a mixed solvent of hexane/toluene (2:1, 150 ml) and hexane (150 ml) twice to give 27.5 g of 2-[N-(5-methyl-2-nitrobenzylidene)amino]benzonitrile. In addition, the solid precipitated from the filtrate was filtered... Reactants: CCCC[N+](CCCC)(CCCC)CCCC, C[Si](C)(C)C#CC1(O)CCCCC1, [F-], C1CCOC1. Product: C#CC1(O)CCCCC1. RXN SMILES: [CH2:15]([N+:16]([CH2:17][CH2:18][CH2:19][CH3:20])([CH2:21][CH2:22][CH2:23][CH3:24])[CH2:25][CH2:26][CH2:27][CH3:28])[CH2:29][CH2:30][CH3:31].[CH3:1][Si:2]([C:3]#[C:4][C:5]1([OH:11])[CH2:6][CH2:7][CH2:8][CH2:9][CH2:10]1)([CH3:12])[CH3:13].[F-:14].[O:32]1[CH2:33][CH2:34][CH2:35][CH2:36]1>>[CH:3]#[C:4][C:5]1([OH:11])[CH2:6][CH2:7][CH2:8][CH2:9][CH2:10]1. The reactants are CS(=O)(=O)C(CCCCCCC(=O)OC)CCCC(CCCCC)OC(C)=O (methyl 8-methylsulfonyl-12-acetoxyheptadecanoate), CS(=O)(=O)C(CCCCCCC(=O)OC)CC#CC(C(CCCC)(C)C)OC(C)=O (methyl 8-methylsulfonyl-12-acetoxy-13,13-dimethyl-10-heptadecynoate). Yields the product CS(=O)(=O)C(CCCCCCC(=O)O)CC#CC(C(CCCC)(C)C)O (8-Methylsulfonyl-12-hydroxy-13,13-dimethyl-10-heptadecynoic acid). Reaction SMILES: CS(C(CCCC(OC(=O)C)CCCCC)CCCCCCC(OC)=O)(=O)=O.[CH3:29][S:30]([CH:33]([CH2:44][C:45]#[C:46][CH:47]([O:55]C(=O)C)[C:48]([CH3:54])([CH3:53])[CH2:49][CH2:50][CH2:51][CH3:52])[CH2:34][CH2:35][CH2:36][CH2:37][CH2:38][CH2:39][C:40]([O:42]C)=[O:41])(=[O:32])=[O:31]>>[CH3:29][S:30]([CH:33]([CH2:44][C:45]#[C:46][CH:47]([OH:55])[C:48]([CH3:54])([CH3:53])[CH2:49][CH2:50][CH2:51][CH3:52])[CH2:34][CH2:35][CH2:36][CH2:37][CH2:38][CH2:39][C:40]([OH:42])=[O:41])(=[O:31])=[O:32]. Procedure details: The synthesis of this compound is carried out by the procedure of Example 3, Step E, except that methyl 8-methylsulfonyl-12-acetoxyheptadecanoate is replaced by an equivalent amount of methyl 8-methylsulfonyl-12-acetoxy-13,13-dimethyl-10-heptadecynoate. The reactants are C1C=CCC2C(C3=CC=CC=C3C(C12)=O)=O (1,4,4a,9a-tetrahydro-anthraquinone). The reagents and catalysts are [Pd] (palladium). Product: C1=CC=CC=2C(C3=CC=CC=C3C(C12)=O)=O (anthraquinone), mixture. The yield is 18.3%. RXN SMILES: [CH2:1]1[CH:14]2[CH:5]([C:6](=[O:16])[C:7]3[C:12]([C:13]2=[O:15])=[CH:11][CH:10]=[CH:9][CH:8]=3)[CH2:4][CH:3]=[CH:2]1>[Pd]>[CH:8]1[C:7]2[C:6](=[O:16])[C:5]3[C:14](=[CH:1][CH:2]=[CH:3][CH:4]=3)[C:13](=[O:15])[C:12]=2[CH:11]=[CH:10][CH:9]=1. Procedure: 20 g of 1,4,4a,9a-tetrahydro-anthraquinone and 2 g of palladium at 5% on charcoal are heated under an atmosphere of nitrogen for one hour at 130° C. After cooling, the solid mixture is washed with 250 ml of acetone. After a similar treatment to that of the preceding Examples 1 and 2, 3.6 g of anthraquinone and 16 g of a mixture of 1,2,3,4-tetrahydro-9,10-anthracenediol and 1,2,3,4-tetrahydro-anthraquinone (Mixture C) are obtained. Starting materials: N(=O)[O-].[Na+] (sodium nitrite), [O-]S(=O)[O-].[Na+].[Na+] (Na2SO3), [I-].[K+] (potassium iodide), OS(=O)(=O)O (H2SO4), NC=1C(=CC2=CC=CC=C2C1)CO ((3-amino-2-naphthyl)methanol). The solvent is O (water), O (water), O (water), CC(=O)C (acetone), Cl (HCl). Conditions: temperature 0 celsius, time 2 hour. The product is IC=1C(=CC2=CC=CC=C2C1)CO ((3-iodo-2-naphthyl)methanol). Reaction SMILES: N[C:2]1[C:3]([CH2:12][OH:13])=[CH:4][C:5]2[C:10]([CH:11]=1)=[CH:9][CH:8]=[CH:7][CH:6]=2.N([O-])=O.[Na+].[I-:18].[K+].OS(O)(=O)=O.[O-]S([O-])=O.[Na+].[Na+]>O.CC(C)=O.Cl>[I:18][C:2]1[C:3]([CH2:12][OH:13])=[CH:4][C:5]2[C:10]([CH:11]=1)=[CH:9][CH:8]=[CH:7][CH:6]=2 |f:1.2,3.4,6.7.8|. Procedure: A solution of (3-amino-2-naphthyl)methanol (500 mg, 2.89 mmol) in water (3 mL), acetone (3 mL) and concentrated HCl (1.6 mL) was cooled to 0° C. and a solution of sodium nitrite (219 mg, 3.18 mmol) in water (0.7 mL) was added. The reaction was stirred for 2 h at 0° C. and a solution of potassium iodide (719 mg, 4.33 mmol) and concentrated H2SO4 (0.16 mL) in water (1.2 mL) was added. The reaction mixture was heated at 60° C. for 2-3 h. The reaction mixture was cooled to room temperature and 50% s...